Dataset: the Open Reaction Database (ORD), a public repository of structured organic reaction records. Task: describe an organic reaction: reactants, conditions, products, and yield Starting materials: C(CCC)[Li] (n-butyllithium), ethylene monoketal, [Br-].C(C1=CC=CC=C1)[P+](C1=CC=CC=C1)(C1=CC=CC=C1)C1=CC=CC=C1 (benzyltriphenylphosphonium bromide), C1(CCC(CC1)=O)=O (cyclohexane-1,4-dione). Run in CCCCC (pentane), C1CCOC1 (THF), C1CCOC1 (THF). Run at time 5 hour. Yields the product C(C1=CC=CC=C1)=C1CCC(CC1)=O (4-benzylidenecyclohexanone). Isolated yield 120.0%. Reaction SMILES: [Br-].[CH2:2]([P+](C1C=CC=CC=1)(C1C=CC=CC=1)C1C=CC=CC=1)[C:3]1[CH:8]=[CH:7][CH:6]=[CH:5][CH:4]=1.C([Li])CCC.[C:33]1(=O)[CH2:38][CH2:37][C:36](=[O:39])[CH2:35][CH2:34]1>C1COCC1.CCCCC>[CH:2](=[C:33]1[CH2:34][CH2:35][C:36](=[O:39])[CH2:37][CH2:38]1)[C:3]1[CH:8]=[CH:7][CH:6]=[CH:5][CH:4]=1 |f:0.1|. Procedure: To a mechanically stirred suspension of 15.24 g (0.035 mole) of benzyltriphenylphosphonium bromide in 150 ml of THF there was added first 22 ml of 1.61 N n-butyllithium in pentane and then 5.0 g (0.032 mole) of cyclohexane-1,4-dione, ethylene monoketal in 50 ml of THF. Following 5 hours' heating at reflux the mixture was allowed to cool and was then washed in turn with water and brine. The organic layer was concentrated, and the residue was chromatographed on 1 liter of silica gel, eluting with ... Starting materials: [H-].[Na+] (sodium hydride), FC1=CC=C(C=C1)S (4-fluorothiophenol), BrC1=C(SC=C1)C=O (3-bromothiophene-2-carbaldehyde). Reagents/catalysts: C=1C=CC(=CC1)[P](C=2C=CC=CC2)(C=3C=CC=CC3)[Pd]([P](C=4C=CC=CC4)(C=5C=CC=CC5)C=6C=CC=CC6)([P](C=7C=CC=CC7)(C=8C=CC=CC8)C=9C=CC=CC9)[P](C=1C=CC=CC1)(C=1C=CC=CC1)C=1C=CC=CC1 (tetrakis(triphenylphosphine)palladium). Solvent: C(CCC)O (n-butanol), C(CCC)O (n-butanol). Conditions: temperature 100 celsius, time 2 hour. Product: FC1=CC=C(C=C1)SC1=C(SC=C1)C=O (3-(4-fluorophenylsulfanyl)thiophene-2-carbaldehyde). The yield is 65.5%. RXN SMILES: [H-].[Na+].[F:3][C:4]1[CH:9]=[CH:8][C:7]([SH:10])=[CH:6][CH:5]=1.Br[C:12]1[CH:16]=[CH:15][S:14][C:13]=1[CH:17]=[O:18]>C1C=CC([P]([Pd]([P](C2C=CC=CC=2)(C2C=CC=CC=2)C2C=CC=CC=2)([P](C2C=CC=CC=2)(C2C=CC=CC=2)C2C=CC=CC=2)[P](C2C=CC=CC=2)(C2C=CC=CC=2)C2C=CC=CC=2)(C2C=CC=CC=2)C2C=CC=CC=2)=CC=1.C(O)CCC>[F:3][C:4]1[CH:9]=[CH:8][C:7]([S:10][C:12]2[CH:16]=[CH:15][S:14][C:13]=2[CH:17]=[O:18])=[CH:6][CH:5]=1 |f:0.1,^1:22,24,43,62|. Procedure details: A mixture of sodium hydride (0.20 g) and n-butanol (10 mL) was treated with 4-fluorothiophenol (0.64 g), and the resulting mixture was added to a mixture of 3-bromothiophene-2-carbaldehyde (0.96 g), tetrakis(triphenylphosphine)palladium (0) (0.12 g) and n-butanol (5.0 mL). The resulting mixture was stirred at 100° C. for 2 hours and then at 120° C. for 4 hours. The mixture was cooled to room temperature, concentrated under reduced pressure and the residue partitioned between water and ethyl acet... Reactants: Cl.C(C)OC(CCN)=O (3-amino-propanoic acid ethyl ester HCl salt), CC1C(CCC1)=O ((rac)-2-methyl-cyclopentanone), C(C)(=O)[O-].[Na+] (sodium acetate), C(C)(=O)O[BH-](OC(C)=O)OC(C)=O.[Na+] (sodium triacetoxyborohydride). The solvent is ClCCl (dichloromethane). Conditions: time 8 hour. The product is C(C)OC(CCNC1CC(CC1)C)=O ((rac)-3-(3-methyl-cyclopentylamino)-propanoic acid ethyl ester). The yield is 80.3%. As a reaction SMILES: Cl.[CH2:2]([O:4][C:5](=[O:9])[CH2:6][CH2:7][NH2:8])[CH3:3].[CH3:10][CH:11]1[CH2:15][CH2:14][CH2:13][C:12]1=O.C([O-])(=O)C.[Na+].C(O[BH-](OC(=O)C)OC(=O)C)(=O)C.[Na+]>ClCCl>[CH2:2]([O:4][C:5](=[O:9])[CH2:6][CH2:7][NH:8][CH:13]1[CH2:14][CH2:15][CH:11]([CH3:10])[CH2:12]1)[CH3:3] |f:0.1,3.4,5.6|. Procedure: To a solution of 9.2 g (0.060 mole) of 3-amino-propanoic acid ethyl ester HCl salt and 5.9 g (0.060 mole) of (rac)-2-methyl-cyclopentanone in 300 mL of dichloromethane was added 10.8 g (0.132 mole) of sodium acetate and 19.1 g (0.090 sodium triacetoxyborohydride (19.1 g, 90 mmol). The mixture was stirred at ambient temperature overnight and then quenched by the addition of 100 mL of 10% sodium bicarbonate solution. The aqueous layer was extracted twice with 200 mL of dichloromethane, and the com... The reactants are COS(=O)(=O)OC, ClCCl, [Na+], [OH-], O, Oc1ccc2ccc(O)cc2c1. The product is COc1ccc2ccc(O)cc2c1. As a reaction SMILES: [CH3:3][O:4][S:5](=[O:6])(=[O:7])[O:8][CH3:9].[Cl:22][CH2:23][Cl:24].[Na+:2].[OH-:1].[OH2:25].[OH:10][c:11]1[cH:12][c:13]2[cH:14][c:15]([OH:21])[cH:16][cH:17][c:18]2[cH:19][cH:20]1>>[O:8]([CH3:9])[c:15]1[cH:14][c:13]2[cH:12][c:11]([OH:10])[cH:20][cH:19][c:18]2[cH:17][cH:16]1. Reactants: C(#N)C1(CC1)NC(=O)C1CC(CC1)S(=O)(=O)C1=C(C=C(C=C1)F)Cl (rac-(1S,3S)-3-(2-chloro-4-fluoro-benzenesulfonyl)-cyclopentanecarboxylic acid (1-cyano-cyclopropyl)-amide), C(C)N1CCNCC1 (1-ethyl-piperazine). Yields the product C(#N)C1(CC1)NC(=O)[C@H]1C[C@@H](CC1)S(=O)(=O)C1=C(C=C(C=C1)N1CCN(CC1)CC)Cl ((1R,3R)-3-[2-chloro-4-(4-ethyl-piperazin-1-yl)-benzenesulfonyl]-cyclopentanecarboxylic acid (1-cyano-cyclopropyl)-amide). As a reaction SMILES: [C:1]([C:3]1([NH:6][C:7]([CH:9]2[CH2:13][CH2:12][CH:11]([S:14]([C:17]3[CH:22]=[CH:21][C:20](F)=[CH:19][C:18]=3[Cl:24])(=[O:16])=[O:15])[CH2:10]2)=[O:8])[CH2:5][CH2:4]1)#[N:2].[CH2:25]([N:27]1[CH2:32][CH2:31][NH:30][CH2:29][CH2:28]1)[CH3:26]>>[C:1]([C:3]1([NH:6][C:7]([C@@H:9]2[CH2:13][CH2:12][C@@H:11]([S:14]([C:17]3[CH:22]=[CH:21][C:20]([N:30]4[CH2:31][CH2:32][N:27]([CH2:25][CH3:26])[CH2:28][CH2:29]4)=[CH:19][C:18]=3[Cl:24])(=[O:16])=[O:15])[CH2:10]2)=[O:8])[CH2:5][CH2:4]1)#[N:2]. Reported procedure: The title compound was synthesized in analogy to Example 80, from rac-(1S,3S)-3-(2-chloro-4-fluoro-benzenesulfonyl)-cyclopentanecarboxylic acid (1-cyano-cyclopropyl)-amide and 1-ethyl-piperazine to afford the desired product as a light yellow oil. MS (EI): 465.2 (M+H)+. Reactants: C(C)OC(CSC1=NC(=CC(=N1)OC)OC)=O (2-[(4,6-dimethoxy-pyrimidin-2-yl)thio]-acetic acid ethyl ester), CC(=O)CC (ethyl methyl ketone), Ice water, C(CCC)[Li] (n-butyllithium), CN(CCN(C)C)C (N,N,N',N'-tetramethylethylenediamine). Solvent: O1CCCC1 (tetrahydrofuran), CCCCCC (hexane), O1CCCC1 (tetrahydrofuran). Conditions: temperature -65 celsius, time 20 minute. The product is C(C)OC(C(C(CC)(C)O)SC1=NC(=CC(=N1)OC)OC)=O (2-[(4,6-dimethoxy-pyrimidin-2-yl)thio]-3-hydroxy-3-methylpentanoic acid ethyl ester). Reaction SMILES: C([Li])CCC.CN(C)CCN(C)C.[CH2:14]([O:16][C:17](=[O:30])[CH2:18][S:19][C:20]1[N:25]=[C:24]([O:26][CH3:27])[CH:23]=[C:22]([O:28][CH3:29])[N:21]=1)[CH3:15].[CH3:31][C:32]([CH2:34][CH3:35])=[O:33]>CCCCCC.O1CCCC1>[CH2:14]([O:16][C:17](=[O:30])[CH:18]([S:19][C:20]1[N:21]=[C:22]([O:28][CH3:29])[CH:23]=[C:24]([O:26][CH3:27])[N:25]=1)[C:32]([OH:33])([CH3:31])[CH2:34][CH3:35])[CH3:15]. Reported procedure: At -50° C., 16.6 ml of a 1.6 molar n-butyllithium solution in hexane are introduced into a prepared mixture of 3.1 g of N,N,N',N'-tetramethylethylenediamine and 25 ml of absolute tetrahydrofuran. 6.2 g of 2-[(4,6-dimethoxy-pyrimidin-2-yl)thio]-acetic acid ethyl ester dissolved in 15 ml of tetrahydrofuran are then added dropwise thereto at a temperature of -65° C. and the mixture is stirred for 20 minutes. 2.4 ml of ethyl methyl ketone are added at a temperature below -60° C. and the reaction mix... Starting materials: [Li+].[OH-] (LiOH), COC([C@H](CC1=CC=CC=C1)NC(=O)C=1NC2=CC=C(C=C2C1)Cl)=O ((2S)-[(5-chloro-1H-indole-2carbonyl)-amino]-3-phenyl-propionic acid methyl ester), C1CCOC1 (THF). Reaction conditions: time 0.5 hour. The product is ClC=1C=C2C=C(NC2=CC1)C(=O)NC1=C(C=CC=C1)C(C(=O)O)C (2-[(5-Chloro-1H-indole-2-carbonyl)-amino]phenyl-propionic acid). Yield: 91.0%. Reaction SMILES: [Li+].[OH-:2].COC(=O)[C@@H:6]([NH:14][C:15]([C:17]1[NH:18][C:19]2[C:24]([CH:25]=1)=[CH:23][C:22]([Cl:26])=[CH:21][CH:20]=2)=[O:16])[CH2:7][C:8]1[CH:13]=[CH:12][CH:11]=[CH:10][CH:9]=1.C1[CH2:32][O:31]CC1>>[Cl:26][C:22]1[CH:23]=[C:24]2[C:19](=[CH:20][CH:21]=1)[NH:18][C:17]([C:15]([NH:14][C:6]1[CH:7]=[CH:8][CH:13]=[CH:12][C:11]=1[CH:10]([CH3:9])[C:32]([OH:31])=[O:2])=[O:16])=[CH:25]2 |f:0.1|. Procedure details: Aqueous 2M LiOH (33.10 ml) was added to a solution of (2S)-[(5-chloro-1H-indole-2carbonyl)-amino]-3-phenyl-propionic acid methyl ester (21.47 g, 60 mmol) in THF (140 ml) at 0-5° C. After 0.5 hour, the mixture was partially concentrated, acidified to pH 1-2 with 6N HCl, concentrated to dryness, and the solids washed with water and then ether to yield a colorless solid (18.78 g, 91%): mp 248-255° C.; HPLC (60/40) 5.21 minutes (98%); TSPMS 343/345 (MH+, 100%).